From a dataset of the Open Reaction Database (ORD), a public repository of structured organic reaction records. describe an organic reaction: reactants, conditions, products, and yield Reactants: FC=1C=C(C=CC1)O (3-fluorophenol), O (water), C(=O)=O (carbon dioxide), ClS(=O)(=O)N=C=O (chlorosulfonyl isocyanate). Run in C1(=CC=CC=C1)C (toluene). Yields the product FC=1C=C(C=CC1)OS(N)(=O)=O (Sulfamic acid 3-fluorophenyl ester). Isolated yield 48.1%. Reaction SMILES: [F:1][C:2]1[CH:3]=[C:4]([OH:8])[CH:5]=[CH:6][CH:7]=1.Cl[S:10]([N:13]=C=O)(=[O:12])=[O:11].O.C(=O)=O>C1(C)C=CC=CC=1>[F:1][C:2]1[CH:3]=[C:4]([O:8][S:10](=[O:12])(=[O:11])[NH2:13])[CH:5]=[CH:6][CH:7]=1. Procedure details: To a cooled (ice bath) solution of 11.2 g (0.1 mole) of 3-fluorophenol (98%, Aldrich) in 75 ml of toluene was added 9.1 ml (14.8 g, 0.105 mol) of chlorosulfonyl isocyanate, and the solution heated at reflux overnight. The solution was cooled and cautiously treated dropwise with water until carbon dioxide evolution ceased. An oil separated and ethyl acetate was added to dissolve this oil. The layers were separated and the organic layer was washed with water, dried (sodium sulfate) and concentrate... Starting materials: C[C@H]1CC[C@H](CC1)NC1=NC=C(C(=N1)OCC1CCN(CC1)C(=O)OC(C)(C)C)Br (tert-butyl 4-((2-(cis-4-methylcyclohexylamino)-5-bromopyrimidin-4-yloxy)methyl)piperidine-1-carboxylate), O1CCN(CC1)C1=CC=C(C=C1)B(O)O (4-morpholinophenylboronic acid). The product is C[C@H]1CC[C@H](CC1)NC1=NC=C(C(=N1)OCC1CCN(CC1)C(=O)OC(C)(C)C)C1=CC=C(C=C1)N1CCOCC1 (tert-butyl 4-((2-(cis-4-methylcyclohexylamino)-5-(4-morpholinophenyl)pyrimidin-4-yloxy)methyl)piperidine-1-carboxylate). The yield is 70.0%. Reported procedure: Using the procedure of Example 1 Step 3, tert-butyl 4-((2-(cis-4-methylcyclohexylamino)-5-bromopyrimidin-4-yloxy)methyl)piperidine-1-carboxylate was reacted with 4-morpholinophenylboronic acid to provide the title compound at 70% yield. 1H NMR (CDCl3, 400 MHz) 8.03 (s, 1H), 7.35 (d, 2H), 6.89 (d, 2H), 5.17 (sb, 1H), 4.16-4.03 (m, 6H), 3.83 (m, 4H), 3.15 (m, 4H), 2.66 (m, 2H), 1.91-1.44 (m, 11H), 1.41 (s, 9H), 0.95 (d, 3H); MS (ESI) m/z: Calc: 565.4 (M+). Found. 566.3 (M+1). Reaction SMILES: [CH3:1][C@@H:2]1[CH2:7][CH2:6][C@H:5]([NH:8][C:9]2[N:14]=[C:13]([O:15][CH2:16][CH:17]3[CH2:22][CH2:21][N:20]([C:23]([O:25][C:26]([CH3:29])([CH3:28])[CH3:27])=[O:24])[CH2:19][CH2:18]3)[C:12](Br)=[CH:11][N:10]=2)[CH2:4][CH2:3]1.[O:31]1[CH2:36][CH2:35][N:34]([C:37]2[CH:42]=[CH:41][C:40](B(O)O)=[CH:39][CH:38]=2)[CH2:33][CH2:32]1>>[CH3:1][C@@H:2]1[CH2:7][CH2:6][C@H:5]([NH:8][C:9]2[N:14]=[C:13]([O:15][CH2:16][CH:17]3[CH2:22][CH2:21][N:20]([C:23]([O:25][C:26]([CH3:29])([CH3:28])[CH3:27])=[O:24])[CH2:19][CH2:18]3)[C:12]([C:40]3[CH:39]=[CH:38][C:37]([N:34]4[CH2:33][CH2:32][O:31][CH2:36][CH2:35]4)=[CH:42][CH:41]=3)=[CH:11][N:10]=2)[CH2:4][CH2:3]1. Starting materials: C=1(O)C(O)=CC=CC1 (catechol), C(=O)([O-])[O-].[Cs+].[Cs+] (Cs2CO3), ICC(C)C (1-iodo-2-methylpropane). Run in CC#N (CH3CN). Conditions: time 10 minute. Yields the product C(C(C)C)OC1=C(C=CC=C1)O (2-isobutoxyphenol). Yield: 30.0%. Reaction SMILES: [C:1]1([C:3](=[CH:5][CH:6]=[CH:7][CH:8]=1)[OH:4])[OH:2].C([O-])([O-])=O.[Cs+].[Cs+].I[CH2:16][CH:17]([CH3:19])[CH3:18]>CC#N>[CH2:16]([O:2][C:1]1[CH:8]=[CH:7][CH:6]=[CH:5][C:3]=1[OH:4])[CH:17]([CH3:19])[CH3:18] |f:1.2.3|. Procedure: A 50 mL round-bottom flask was charged with catechol (499 mg, 4.53 mmol), CH3CN (4.5 mL), and Cs2CO3 (1.50 g, 4.60 mmol) and purged with nitrogen. This white suspension was allowed to stir for 10 minutes prior to the addition of 1-iodo-2-methylpropane (1.67 g, 9.06 mmol). The reaction was brought to reflux and allowed to stir for 18 h. After cooling to room temperature the solvent was concentrated in vacuo, and the residue partitioned between ethyl acetate (50 mL) and 1 N HCl (50 mL). The organi... Starting materials: C=C(C)C(=O)N=C=O, ClC(Cl)Cl, ClCCCl, O=C(c1ccccc1)c1ccc(O)cc1. Product: C=C(C)C(=O)NC(=O)Oc1ccc(C(=O)c2ccccc2)cc1. As a reaction SMILES: [C:20]([C:21](=[CH2:22])[CH3:23])(=[O:24])[N:25]=[C:26]=[O:27].[CH:16]([Cl:17])([Cl:18])[Cl:19].[Cl:28][CH2:29][CH2:30][Cl:31].[OH:1][c:2]1[cH:3][cH:4][c:5]([C:8]([c:9]2[cH:10][cH:11][cH:12][cH:13][cH:14]2)=[O:15])[cH:6][cH:7]1>>[O:1]([c:2]1[cH:3][cH:4][c:5]([C:8]([c:9]2[cH:10][cH:11][cH:12][cH:13][cH:14]2)=[O:15])[cH:6][cH:7]1)[C:26]([NH:25][C:20]([C:21](=[CH2:22])[CH3:23])=[O:24])=[O:27]. Starting materials: NC1=CC=C2C(C(=C(OC2=C1N)C(C)C)C1=CC=C(C=C1)Cl)=O (7,8-diamino-3-(4-chlorophenyl)-2-isopropyl-chromen-4-one), N(=O)[O-].[Na+] (sodium nitrite). Solvent: C(C)(=O)O (acetic acid). Run at temperature 0 celsius, time 18 hour. Yields the product ClC1=CC=C(C=C1)C=1C(C2=CC=C3C(=C2OC1C(C)C)N=NN3)=O (7-(4-Chlorophenyl)-8-isopropyl-3H-9-oxa-1,2,3-triaza-cyclopenta[a]naphthalen-6-one). RXN SMILES: [NH2:1][C:2]1[C:11]([NH2:12])=[C:10]2[C:5]([C:6](=[O:23])[C:7]([C:16]3[CH:21]=[CH:20][C:19]([Cl:22])=[CH:18][CH:17]=3)=[C:8]([CH:13]([CH3:15])[CH3:14])[O:9]2)=[CH:4][CH:3]=1.[N:24]([O-])=O.[Na+]>C(O)(=O)C>[Cl:22][C:19]1[CH:18]=[CH:17][C:16]([C:7]2[C:6](=[O:23])[C:5]3[C:10]([O:9][C:8]=2[CH:13]([CH3:14])[CH3:15])=[C:11]2[N:12]=[N:24][NH:1][C:2]2=[CH:3][CH:4]=3)=[CH:21][CH:20]=1 |f:1.2|. Reported procedure: A stirred mixture of 7,8-diamino-3-(4-chlorophenyl)-2-isopropyl-chromen-4-one (115 mg, 0.35 mmol) and 5% aqueous acetic acid (5 ml) is cooled to 0° C., and sodium nitrite (26 mg, 0.38 mmol) is added portionwise. The mixture is stirred for 18 h as it is allowed to warm to room temperature. The reaction is quenched with saturated aqueous sodium bicarbonate (50 ml), and the mixture is extracted with ethyl acetate (3×50 ml). The organic phases are combined, washed with saturated aqueous sodium bicar... Starting materials: O=C(O)CCc1cc(C(F)(F)F)ccc1Br, [Li]CCCC, C1CCOC1, CCCCCC. The product is O=C1CCc2cc(C(F)(F)F)ccc21. As a reaction SMILES: [Br:1][c:2]1[c:3]([CH2:12][CH2:13][C:14](=[O:15])[OH:16])[cH:4][c:5]([C:8]([F:9])([F:10])[F:11])[cH:6][cH:7]1.[CH2:17]([Li:18])[CH2:19][CH2:20][CH3:21].[CH2:22]1[O:23][CH2:24][CH2:25][CH2:26]1.[CH3:27][CH2:28][CH2:29][CH2:30][CH2:31][CH3:32]>>[c:2]12[c:3]([cH:4][c:5]([C:8]([F:9])([F:10])[F:11])[cH:6][cH:7]1)[CH2:12][CH2:13][C:14]2=[O:16]. The reactants are C=CCc1cc(C(C)NS(=O)(=O)c2ccc(F)c(F)c2)ccc1-c1cc(F)ccc1OC, Cc1noc(C)c1S(=O)(=O)Cl, COc1ncc(F)cc1-c1ccc(CN)cc1. Product: COc1ncc(F)cc1-c1ccc(C[NH-])cc1, Cc1noc(C)c1S(=O)(=O)O. RXN SMILES: [CH2:1]([c:2]1[cH:3][c:4]([CH:5]([NH:6][S:7]([c:8]2[cH:9][cH:10][c:11]([F:12])[c:13]([F:15])[cH:16]2)(=[O:14])=[O:17])[CH3:18])[cH:19][cH:20][c:21]1-[c:22]1[cH:23][c:24]([F:25])[cH:26][cH:27][c:28]1[O:29][CH3:30])[CH:31]=[CH2:32].[CH3:50][c:51]1[n:52][o:53][c:54]([CH3:60])[c:55]1[S:56](=[O:57])(=[O:58])[Cl:59].[F:33][c:34]1[cH:35][c:36](-[c:42]2[cH:43][cH:44][c:45]([CH2:46][NH2:47])[cH:48][cH:49]2)[c:37]([O:40][CH3:41])[n:38][cH:39]1>>[F:33][c:34]1[cH:35][c:36](-[c:42]2[cH:43][cH:44][c:45]([CH2:46][NH-:47])[cH:48][cH:49]2)[c:37]([O:40][CH3:41])[n:38][cH:39]1.[OH:14][S:56]([c:55]1[c:51]([CH3:50])[n:52][o:53][c:54]1[CH3:60])(=[O:57])=[O:58]. The reactants are C1(CCCCC1)=O (cyclohexanone), [Cl-].C[NH2+]C (Dimethylammonium chloride), [C-]#N.[K+] (potassium cyanide). Solvent: O (water), O (water). Run at time 24 hour. Yields the product C(#N)C1(CCCCC1)N(C)C (1-cyanocyclohexyldimethylamine). RXN SMILES: [Cl-].[CH3:2][NH2+:3][CH3:4].[C:5]1(=O)[CH2:10][CH2:9][CH2:8][CH2:7][CH2:6]1.[C-:12]#[N:13].[K+]>O>[C:12]([C:5]1([N:3]([CH3:4])[CH3:2])[CH2:10][CH2:9][CH2:8][CH2:7][CH2:6]1)#[N:13] |f:0.1,3.4|. Reported procedure: Dimethylammonium chloride (81.5 g, 1.0 mole) dissolved in water (150 ml.) was added to cyclohexanone (98.0 g., 1.0 mole), quickly followed by a solution of potassium cyanide (68.0 g, 1.045 mole) in water (150 ml.) added over a period of five minutes. The reaction mixture was stirred for 24 hours during which time a colourless crystalline solid was formed. The solid was filtered off, washed with ice cold water (200 ml.), dissolved in benzene (150 ml.) and rewashed with water (100 ml.). The aqueou... Reactants: CCCBr, C1CCOC1, Fc1ccc(-c2ccc(CCC3CC[SiH](Cl)CC3)cc2)cc1, [Mg]. Yields the product CCC[SiH]1CCC(CCc2ccc(-c3ccc(F)cc3)cc2)CC1. RXN SMILES: [CH2:1]([CH2:2][CH3:3])[Br:4].[CH2:28]1[O:29][CH2:30][CH2:31][CH2:32]1.[Cl:6][SiH:7]1[CH2:8][CH2:9][CH:10]([CH2:13][CH2:14][c:15]2[cH:16][cH:17][c:18](-[c:21]3[cH:22][cH:23][c:24]([F:27])[cH:25][cH:26]3)[cH:19][cH:20]2)[CH2:11][CH2:12]1.[Mg:5]>>[CH2:1]([CH2:2][CH3:3])[SiH:7]1[CH2:8][CH2:9][CH:10]([CH2:13][CH2:14][c:15]2[cH:16][cH:17][c:18](-[c:21]3[cH:22][cH:23][c:24]([F:27])[cH:25][cH:26]3)[cH:19][cH:20]2)[CH2:11][CH2:12]1. Reactants: [BH4-], CC(C)(C)OC(=O)c1ccc(NCC2(O)CCN(CCc3ccc(C#N)cc3)CC2)cc1, C=O, [Na+], [Na+], C1CCOC1, O=C([O-])O, O=S(=O)(O)O. Yields the product CN(CC1(O)CCN(CCc2ccc(C#N)cc2)CC1)c1ccc(C(=O)OC(C)(C)C)cc1. RXN SMILES: [BH4-:8].[C:10](#[N:11])[c:12]1[cH:13][cH:14][c:15]([CH2:18][CH2:19][N:20]2[CH2:21][CH2:22][C:23]([OH:26])([CH2:27][NH:28][c:29]3[cH:30][cH:31][c:32]([C:33](=[O:34])[O:35][C:36]([CH3:37])([CH3:38])[CH3:39])[cH:40][cH:41]3)[CH2:24][CH2:25]2)[cH:16][cH:17]1.[CH2:6]=[O:7].[Na+:42].[Na+:9].[O:47]1[CH2:48][CH2:49][CH2:50][CH2:51]1.[OH:43][C:44](=[O:45])[O-:46].[S:1](=[O:2])(=[O:3])([OH:4])[OH:5]>>[C:10](#[N:11])[c:12]1[cH:13][cH:14][c:15]([CH2:18][CH2:19][N:20]2[CH2:21][CH2:22][C:23]([OH:26])([CH2:27][N:28]([c:29]3[cH:30][cH:31][c:32]([C:33](=[O:34])[O:35][C:36]([CH3:37])([CH3:38])[CH3:39])[cH:40][cH:41]3)[CH3:44])[CH2:24][CH2:25]2)[cH:16][cH:17]1.